Task: describe an organic reaction: reactants, conditions, products, and yield. Dataset: the Open Reaction Database (ORD), a public repository of structured organic reaction records Reactants: NC=1C(N(C(NC1N)=O)CCC)=O (5,6-diamino-3-propyl-1H-pyrimidine-2,4-dione), ClC1=NC=C(C(=O)O)C=C1 (6-Chloro nicotinic acid), CCN=C=NCCCN(C)C.Cl (EDCI.HCl). Solvent: CO (methanol). Reaction conditions: temperature 0 celsius, time 20 hour. Product: NC1=C(C(N(C(N1)=O)CCC)=O)NC(C1=CN=C(C=C1)Cl)=O (N-(6-Amino-2,4-dioxo-3-propyl-1,2,3,4-tetrahydro-pyrimidin-5-yl)-6-chloro-nicotinamide). As a reaction SMILES: [NH2:1][C:2]1[C:3](=[O:13])[N:4]([CH2:10][CH2:11][CH3:12])[C:5](=[O:9])[NH:6][C:7]=1[NH2:8].[Cl:14][C:15]1[CH:23]=[CH:22][C:18]([C:19](O)=[O:20])=[CH:17][N:16]=1.CCN=C=NCCCN(C)C.Cl>CO>[NH2:8][C:7]1[NH:6][C:5](=[O:9])[N:4]([CH2:10][CH2:11][CH3:12])[C:3](=[O:13])[C:2]=1[NH:1][C:19](=[O:20])[C:18]1[CH:22]=[CH:23][C:15]([Cl:14])=[N:16][CH:17]=1 |f:2.3|. Procedure: A mixture of 5,6-diamino-3-propyl-1H-pyrimidine-2,4-dione (2.0 g, 11.0 mmol), 6-Chloro nicotinic acid (1.86 g, 11.8 mmol) in methanol (40 ml) were cooled to 0° C. and added EDCI.HCl (4.2 g, 22 mmol). The reaction mixture was stirred at 25° C. for 20 hours and the solvents were removed under reduced pressure. To this residue water (20 ml) was added and the precipitate was filtered off, and washed sequentially with cold water (20 ml) and methanol (5 ml) to obtain N-(6-Amino-2,4-dioxo-3-propyl-1,2,... Procedure: To a solution of sodium ethoxide in ethanol obtained from 4.80 g (0.21 mol) of sodium and 120 ml of anhydrous ethanol, a solution of 36.5 g (0.21 mol) of diethyl methylmalonate in 50 ml of ethanol was added dropwise while vigorously stirring for 15 min. Then, 39.1 g (0.20 mol) of 2,4-dichloro-1-(chloromethyl)benzene was added dropwise with such a rate, so the reaction mixture would be slowly refluxing. The resulting mixture was additionally refluxed for 4 h, then cooled to room temperature, and ... Solvent: O (water), ClCCl (dichloromethane), ClCCl (dichloromethane), C(C)O (ethanol). Conditions: time 15 minute. RXN SMILES: [CH3:1][CH:2]([C:8](OCC)=O)[C:3]([O:5]CC)=O.[Cl:13][C:14]1[CH:19]=[C:18]([Cl:20])[CH:17]=[CH:16][C:15]=1CCl.[OH-].[K+].Cl.O=S(Cl)Cl.[Al+3].[Cl-].[Cl-].[Cl-]>C(O)C.O.ClCCl>[Cl:13][C:14]1[CH:19]=[C:18]([Cl:20])[CH:17]=[C:16]2[C:15]=1[CH2:8][CH:2]([CH3:1])[C:3]2=[O:5] |f:2.3,6.7.8.9|. The product is ClC1=C2CC(C(C2=CC(=C1)Cl)=O)C (4,6-Dichloro-2-methylindan-1-one). Reactants: [OH-].[K+] (potassium hydroxide), O=S(Cl)Cl (SOCl2), Cl (hydrochloric acid), Cl (HCl), [Al+3].[Cl-].[Cl-].[Cl-] (AlCl3), ice, ClC1=C(C=CC(=C1)Cl)CCl (2,4-dichloro-1-(chloromethyl)benzene), CC(C(=O)OCC)C(=O)OCC (diethyl methylmalonate).